Dataset: the Open Reaction Database (ORD), a public repository of structured organic reaction records. Task: describe an organic reaction: reactants, conditions, products, and yield The reactants are COc1cccc(C(=O)O)c1OCc1ccccc1, CN(C)C=O, ClC(Cl)Cl, O=S(Cl)Cl, c1ccncc1, Nc1ccc2cc(C(=O)NC(c3ccccn3)c3ccccn3)cnc2c1. The product is COc1cccc(C(=O)Nc2ccc3cc(C(=O)NC(c4ccccn4)c4ccccn4)cnc3c2)c1OCc1ccccc1. RXN SMILES: [CH2:1]([c:2]1[cH:3][cH:4][cH:5][cH:6][cH:7]1)[O:8][c:9]1[c:10]([C:11](=[O:12])[OH:13])[cH:14][cH:15][cH:16][c:17]1[O:18][CH3:19].[CH3:61][N:62]([CH3:63])[CH:64]=[O:65].[CH:57]([Cl:58])([Cl:59])[Cl:60].[S:20]([Cl:21])([Cl:22])=[O:23].[cH:51]1[cH:52][cH:53][n:54][cH:55][cH:56]1.[n:24]1[c:25]([CH:30]([c:31]2[n:32][cH:33][cH:34][cH:35][cH:36]2)[NH:37][C:38](=[O:39])[c:40]2[cH:41][n:42][c:43]3[cH:44][c:45]([NH2:50])[cH:46][cH:47][c:48]3[cH:49]2)[cH:26][cH:27][cH:28][cH:29]1>>[CH2:1]([c:2]1[cH:3][cH:4][cH:5][cH:6][cH:7]1)[O:8][c:9]1[c:10]([C:11](=[O:13])[NH:50][c:45]2[cH:44][c:43]3[n:42][cH:41][c:40]([C:38]([NH:37][CH:30]([c:25]4[n:24][cH:29][cH:28][cH:27][cH:26]4)[c:31]4[n:32][cH:33][cH:34][cH:35][cH:36]4)=[O:39])[cH:49][c:48]3[cH:47][cH:46]2)[cH:14][cH:15][cH:16][c:17]1[O:18][CH3:19]. Reactants: Cc1ccccc1, CCc1c(C)c2c(c(N)c1CC=C(C)CCC(=O)O)C(=O)OC2, OCCN1CCOCC1. Yields the product CCc1c(C)c2c(c(N)c1CC=C(C)CCC(=O)OCCN1CCOCC1)C(=O)OC2. As a reaction SMILES: [CH3:33][c:34]1[cH:35][cH:36][cH:37][cH:38][cH:39]1.[NH2:1][c:2]1[c:3]2[c:7]([c:8]([CH3:22])[c:9]([CH2:20][CH3:21])[c:10]1[CH2:11][CH:12]=[C:13]([CH2:14][CH2:15][C:16](=[O:17])[OH:18])[CH3:19])[CH2:6][O:5][C:4]2=[O:23].[O:24]1[CH2:25][CH2:26][N:27]([CH2:30][CH2:31][OH:32])[CH2:28][CH2:29]1>>[NH2:1][c:2]1[c:3]2[c:7]([c:8]([CH3:22])[c:9]([CH2:20][CH3:21])[c:10]1[CH2:11][CH:12]=[C:13]([CH2:14][CH2:15][C:16](=[O:17])[O:18][CH2:31][CH2:30][N:27]1[CH2:26][CH2:25][O:24][CH2:29][CH2:28]1)[CH3:19])[CH2:6][O:5][C:4]2=[O:23]. The reactants are CCCCCCN, CCO, Nc1nc(Cl)cc(Cl)n1, O. Yields the product CCCCCCNc1cc(Cl)nc(N)n1. As a reaction SMILES: [CH2:10]([CH2:11][CH2:12][CH2:13][CH2:14][CH3:15])[NH2:16].[CH3:17][CH2:18][OH:19].[NH2:1][c:2]1[n:3][c:4]([Cl:9])[cH:5][c:6]([Cl:8])[n:7]1.[OH2:20]>>[NH2:1][c:2]1[n:3][c:4]([NH:16][CH2:10][CH2:11][CH2:12][CH2:13][CH2:14][CH3:15])[cH:5][c:6]([Cl:8])[n:7]1. Reactants: C(C1=CC=CC=C1)OC(=O)N1CCN(CC1)C1=NN2C(N=CC=C2C=2C=NC=CC2)=N1 (4-[7-(3-pyridyl)[1,2,4]-triazolo[1,5-a]pyrimidin-2-yl]-1-piperazinecarboxylic acid benzyl ester), Br (hydrobromic acid). Solvent: CCOCC (ether). The product is N1(CCNCC1)C1=NN2C(N=CC=C2C=2C=NC=CC2)=N1 (2-(1-Piperazinyl)-7-(3-pyridinyl)[1,2,4]triazolo-[1,5-a]pyrimidine). Reaction SMILES: C(OC([N:11]1[CH2:16][CH2:15][N:14]([C:17]2[N:31]=[C:20]3[N:21]=[CH:22][CH:23]=[C:24]([C:25]4[CH:26]=[N:27][CH:28]=[CH:29][CH:30]=4)[N:19]3[N:18]=2)[CH2:13][CH2:12]1)=O)C1C=CC=CC=1.Br>CCOCC>[N:14]1([C:17]2[N:31]=[C:20]3[N:21]=[CH:22][CH:23]=[C:24]([C:25]4[CH:26]=[N:27][CH:28]=[CH:29][CH:30]=4)[N:19]3[N:18]=2)[CH2:13][CH2:12][NH:11][CH2:16][CH2:15]1. Procedure details: To a 2.5 g amount of 4-[7-(3-pyridyl)[1,2,4]-triazolo[1,5-a]pyrimidin-2-yl]-1-piperazinecarboxylic acid benzyl ester was added 5.0 ml of hydrobromic acid (31% in glacial acetic acid). The mixture was allowed to react for 4 hours then was cooled to room temperature. Anhydrous ether was added, the mixture was swirled and the liquid decanted. This step was repeated several times. The residual precipitate was dissolved in water and the solution was filtered. The filtrate was made basic with 5N sodiu... Starting materials: C(C)OC(COC1CCCC2=CC(=CC=C12)S(=O)(=O)C1=CC=CC=C1)=O ((6-benzenesulfonyl-1,2,3,4-tetrahydro-naphthalen-1-yloxy)-acetic acid ethyl ester), N (ammonia). The product is C1(=CC=CC=C1)S(=O)(=O)C=1C=C2CCC(C2=CC1)OCC(=O)N (2-(5-Benzenesulfonyl-indan-1-yloxy)-acetamide). Reaction SMILES: C(O[C:4](=[O:26])[CH2:5][O:6][CH:7]1[C:16]2[C:11](=[CH:12][C:13]([S:17]([C:20]3[CH:25]=[CH:24][CH:23]=[CH:22][CH:21]=3)(=[O:19])=[O:18])=[CH:14][CH:15]=2)C[CH2:9][CH2:8]1)C.[NH3:27]>>[C:20]1([S:17]([C:13]2[CH:14]=[C:15]3[C:16](=[CH:11][CH:12]=2)[CH:7]([O:6][CH2:5][C:4]([NH2:27])=[O:26])[CH2:8][CH2:9]3)(=[O:18])=[O:19])[CH:25]=[CH:24][CH:23]=[CH:22][CH:21]=1. Procedure details: 2-(5-Benzenesulfonyl-indan-1-yloxy)-acetamide was prepared from (6-benzenesulfonyl-1,2,3,4-tetrahydro-naphthalen-1-yloxy)-acetic acid ethyl ester using the procedure of step 3 of Example 1, but replacing the methylamine hydrochloride with ammonia. MS: 332 (M+H)+. Reactants: Brc1ccc(Nc2nc3ccccc3s2)cc1, CCC(C=O)CC, C1CCOC1, [Cl-], [Li]CCCC, [NH4+]. Yields the product CCC(CC)C(O)c1ccc(Nc2nc3ccccc3s2)cc1. Reaction SMILES: [Br:1][c:2]1[cH:3][cH:4][c:5]([NH:8][c:9]2[s:10][c:11]3[c:12]([n:13]2)[cH:14][cH:15][cH:16][cH:17]3)[cH:6][cH:7]1.[CH2:23]([CH3:24])[CH:25]([CH:26]=[O:27])[CH2:28][CH3:29].[CH2:32]1[O:33][CH2:34][CH2:35][CH2:36]1.[Cl-:30].[Li:18][CH2:19][CH2:20][CH2:21][CH3:22].[NH4+:31]>>[c:2]1([CH:26]([CH:25]([CH2:23][CH3:24])[CH2:28][CH3:29])[OH:27])[cH:3][cH:4][c:5]([NH:8][c:9]2[s:10][c:11]3[c:12]([n:13]2)[cH:14][cH:15][cH:16][cH:17]3)[cH:6][cH:7]1. The reactants are resultant mixture, [H-].[Al+3].[Li+].[H-].[H-].[H-] (Lithium aluminum hydride), O (Water), S(=O)(=O)([O-])[O-].[Mg+2] (magnesium sulfate), resultant mixture, C(C)(C)(C)C1=C(C(=CC(=C1)OC=1SC=C(N1)C(=O)OCC)C(C)(C)C)O (2,6-di-tert-butyl-4-[(4-ethoxycarbonyl-2-thiazolyl)oxy]phenol). Solvent: C(C)OCC (diethyl ether), O1CCCC1 (tetrahydrofuran). Yields the product C(C)(C)(C)C1=C(C(=CC(=C1)OC=1SC=C(N1)CO)C(C)(C)C)O (2,6-di-tert-butyl-4-[(4-hydroxymethyl-2-thiazolyl)oxy]phenol). Isolated yield 42.2%. Reaction SMILES: [H-].[Al+3].[Li+].[H-].[H-].[H-].[C:7]([C:11]1[CH:16]=[C:15]([O:17][C:18]2[S:19][CH:20]=[C:21]([C:23](OCC)=[O:24])[N:22]=2)[CH:14]=[C:13]([C:28]([CH3:31])([CH3:30])[CH3:29])[C:12]=1[OH:32])([CH3:10])([CH3:9])[CH3:8].O.S([O-])([O-])(=O)=O.[Mg+2]>C(OCC)C.O1CCCC1>[C:28]([C:13]1[CH:14]=[C:15]([O:17][C:18]2[S:19][CH:20]=[C:21]([CH2:23][OH:24])[N:22]=2)[CH:16]=[C:11]([C:7]([CH3:10])([CH3:9])[CH3:8])[C:12]=1[OH:32])([CH3:31])([CH3:30])[CH3:29] |f:0.1.2.3.4.5,8.9|. Reported procedure: Lithium aluminum hydride (0.40 g) was suspended in 100 ml of diethyl ether, a solution (30 ml) of 0.80 g of 2,6-di-tert-butyl-4-[(4-ethoxycarbonyl-2-thiazolyl)oxy]phenol (produced in Example 40) in tetrahydrofuran was added to the suspension with stirring at room temperature, and the resultant mixture was stirred for further 4 hours. Water and then magnesium sulfate were added to the reaction mixture with cooling in an ice bath, and the resultant mixture was stirred for 15 minutes. The insoluble... Starting materials: C(C)(C)(C)OC(=O)N1CCC(CC1)N(C)C1=C(C=CC=C1)Br (4-[(2-bromo-phenyl)-methyl-amino]-piperidine-1-carboxylic acid tert-butyl ester), Cl (HCl). Solvent: O1CCOCC1 (dioxane). Product: BrC1=C(C=CC=C1)N(C1CCNCC1)C ((2-bromo-phenyl)-methyl-piperidin-4-yl-amine). The yield is 109.0%. As a reaction SMILES: C(OC([N:8]1[CH2:13][CH2:12][CH:11]([N:14]([C:16]2[CH:21]=[CH:20][CH:19]=[CH:18][C:17]=2[Br:22])[CH3:15])[CH2:10][CH2:9]1)=O)(C)(C)C.Cl>O1CCOCC1>[Br:22][C:17]1[CH:18]=[CH:19][CH:20]=[CH:21][C:16]=1[N:14]([CH3:15])[CH:11]1[CH2:12][CH2:13][NH:8][CH2:9][CH2:10]1. Reported procedure: To a solution of 4-(2-bromophenylamino)-piperidine-1-carboxylic acid tert-butyl ester (2.0 g, 0.00562 mole), in DMF (10 mL) was added NaH (60% w/w dispersion in oil) (0.9 g, 0.02251 mole) and the resulting mixture was stirred at ambient temperature for 10 minutes under an atmosphere of nitrogen. Methyl iodide (3.19 g, 0.0225 mole) was then added and stirring was continued for 30 minutes at ambient temperature. The reaction mixture was quenched with aqueous NH4Cl solution and the product was extr... Reactants: Cl.C(C)(=O)OC(COCCCCCCCCCCCCCCCCCC)CNC ((±)-3-methylamino-1-octadecyloxy-2-propyl acetate hydrochloride). The solvent is CCCCCC (n-hexane). Product: Cl.C(C)(=O)OC(COCCCCCCCCCCCCCCCCCC)CN ((±)-3-Amino-1-octadecyloxy-2-propyl acetate hydrochloride). As a reaction SMILES: [ClH:1].[C:2]([O:5][CH:6]([CH2:27][NH:28]C)[CH2:7][O:8][CH2:9][CH2:10][CH2:11][CH2:12][CH2:13][CH2:14][CH2:15][CH2:16][CH2:17][CH2:18][CH2:19][CH2:20][CH2:21][CH2:22][CH2:23][CH2:24][CH2:25][CH3:26])(=[O:4])[CH3:3]>CCCCCC>[ClH:1].[C:2]([O:5][CH:6]([CH2:27][NH2:28])[CH2:7][O:8][CH2:9][CH2:10][CH2:11][CH2:12][CH2:13][CH2:14][CH2:15][CH2:16][CH2:17][CH2:18][CH2:19][CH2:20][CH2:21][CH2:22][CH2:23][CH2:24][CH2:25][CH3:26])(=[O:4])[CH3:3] |f:0.1,3.4|. Reported procedure: 2 a) (±)-3-methylamino-1-octadecyloxy-2-propyl acetate hydrochloride; m.p. 109°-113° C. from n-hexane; yield 61%.